Dataset: the Open Reaction Database (ORD), a public repository of structured organic reaction records. Task: describe an organic reaction: reactants, conditions, products, and yield Starting materials: C(Cl)(Cl)Cl (CHCl3), C1(=CC=CC=C1)C=C(C1=CC=CC=C1)C1=CC=CC=C1 (triphenylethylene), [OH-].[Na+] (NaOH). Reagents/catalysts: [Cl-].C(C1=CC=CC=C1)[N+](CC)(CC)CC (benzyltriethylammonium chloride). Solvent: O (H2O). Yields the product ClC1(C(C1C1=CC=CC=C1)(C1=CC=CC=C1)C1=CC=CC=C1)Cl (1,1-Dichloro-2,2,3-triphenylcyclopropane). Yield: 63.7%. As a reaction SMILES: [C:1]1([CH:7]=[C:8]([C:15]2[CH:20]=[CH:19][CH:18]=[CH:17][CH:16]=2)[C:9]2[CH:14]=[CH:13][CH:12]=[CH:11][CH:10]=2)[CH:6]=[CH:5][CH:4]=[CH:3][CH:2]=1.[CH:21](Cl)([Cl:23])[Cl:22].[OH-].[Na+]>[Cl-].C([N+](CC)(CC)CC)C1C=CC=CC=1.O>[Cl:22][C:21]1([Cl:23])[CH:7]([C:1]2[CH:2]=[CH:3][CH:4]=[CH:5][CH:6]=2)[C:8]1([C:9]1[CH:10]=[CH:11][CH:12]=[CH:13][CH:14]=1)[C:15]1[CH:20]=[CH:19][CH:18]=[CH:17][CH:16]=1 |f:2.3,4.5|. Procedure details: Prepared in 64% yield from 3.2 g (12.5 mmol) of triphenylethylene (3.2 g; 12.5 mmol) and 0.25 g (1.1 mmol) benzyltriethylammonium chloride (TEBA) by dissolving in 50 g (419 mmol) CHCl3, stirring rapidly at room temperature, and treating with 27 mL of chilled 50% aqueous NaOH dropwise according to the method of Dehmlow, E. V., et al., S.S. Phase Transfer Catalysis, Verlag Chemie: Deerfield Beach 1980. After stirring 75 h, the resulting mixture was poured onto 150 mL H2O and extracted with CH2Cl2 ... Starting materials: CS(C)=O, CC(C)c1nnc2ccc(CC(=O)c3ccc(F)cc3F)nn12, O=C1CCC(=O)N1Br. Product: CC(C)c1nnc2ccc(C(=O)C(=O)c3ccc(F)cc3F)nn12. Reaction SMILES: [CH3:32][S:33]([CH3:34])=[O:35].[F:1][c:2]1[c:3]([C:9]([CH2:10][c:11]2[cH:12][cH:13][c:14]3[n:15]([n:16]2)[c:17]([CH:20]([CH3:21])[CH3:22])[n:18][n:19]3)=[O:23])[cH:4][cH:5][c:6]([F:8])[cH:7]1.[O:24]=[C:25]1[N:26]([Br:27])[C:28](=[O:29])[CH2:30][CH2:31]1>>[F:1][c:2]1[c:3]([C:9]([C:10]([c:11]2[cH:12][cH:13][c:14]3[n:15]([n:16]2)[c:17]([CH:20]([CH3:21])[CH3:22])[n:18][n:19]3)=[O:24])=[O:23])[cH:4][cH:5][c:6]([F:8])[cH:7]1. Reactants: O=C1CCC(=O)N1Br, Cc1cnc(Cl)c(I)c1, Clc1ccccc1, CC(C)(C#N)N=NC(C)(C)C#N. Product: Clc1ncc(CBr)cc1I. RXN SMILES: [Br:10][N:11]1[C:12](=[O:13])[CH2:14][CH2:15][C:16]1=[O:17].[Cl:1][c:2]1[c:3]([I:9])[cH:4][c:5]([CH3:8])[cH:6][n:7]1.[Cl:30][c:31]1[cH:32][cH:33][cH:34][cH:35][cH:36]1.[N:18]([C:19]([CH3:20])([CH3:21])[C:22]#[N:23])=[N:24][C:25]([CH3:26])([CH3:27])[C:28]#[N:29]>>[Cl:1][c:2]1[c:3]([I:9])[cH:4][c:5]([CH2:8][Br:10])[cH:6][n:7]1. The reactants are ClC1=NC2=CC=C(C=C2C(=C1)Cl)Cl (2,4,6-trichloroquinoline), BrC=1C=CC2=C(CCCNC2)C1 (7-bromo-2,3,4,5-tetrahydro-1H-2-benzazepine), C(CCC)O (n-butanol). Run in C(C)(=O)OCC (ethyl acetate). Conditions: temperature 160 celsius, time 1 hour. The product is BrC=1C=CC2=C(CCCN(C2)C2=NC3=CC=C(C=C3C(=C2)Cl)Cl)C1 (7-Bromo-2-(4,6-dichloroquinolin-2-yl)-2,3,4,5-tetrahydro-1H-2-benzazepine). Isolated yield 40.8%. Reaction SMILES: Cl[C:2]1[CH:11]=[C:10]([Cl:12])[C:9]2[C:4](=[CH:5][CH:6]=[C:7]([Cl:13])[CH:8]=2)[N:3]=1.[Br:14][C:15]1[CH:16]=[CH:17][C:18]2[CH2:24][NH:23][CH2:22][CH2:21][CH2:20][C:19]=2[CH:25]=1.C(O)CCC>C(OCC)(=O)C>[Br:14][C:15]1[CH:16]=[CH:17][C:18]2[CH2:24][N:23]([C:2]3[CH:11]=[C:10]([Cl:12])[C:9]4[C:4](=[CH:5][CH:6]=[C:7]([Cl:13])[CH:8]=4)[N:3]=3)[CH2:22][CH2:21][CH2:20][C:19]=2[CH:25]=1. Procedure details: The mixture of 2,4,6-trichloroquinoline (300 mg, 1.29 mmol), 7-bromo-2,3,4,5-tetrahydro-1H-2-benzazepine (291 mg, 1.29 mmol) and n-butanol (3 mL) was heated with stirring in a 10 mL microwave process vial for 1 hour at 160° C. under microwave irradiation. The mixture was cooled to room temperature and diluted with ethyl acetate (10 mL), and then washed with water (10 mL). The organic layer was dried over sodium sulfate and evaporated to give a residue which was purified by column chromatography ... The reactants are NCCN1CCCCC1, O=C(O)c1cccc(-c2nc(N3CCOCC3)nc3c2CCN3c2ccncc2)c1. Yields the product O=C(NCCN1CCCCC1)c1cccc(-c2nc(N3CCOCC3)nc3c2CCN3c2ccncc2)c1. RXN SMILES: [N:31]1([CH2:37][CH2:38][NH2:39])[CH2:32][CH2:33][CH2:34][CH2:35][CH2:36]1.[O:1]1[CH2:2][CH2:3][N:4]([c:7]2[n:8][c:9](-[c:22]3[cH:23][c:24]([C:25](=[O:26])[OH:27])[cH:28][cH:29][cH:30]3)[c:10]3[c:11]([n:12]2)[N:13]([c:16]2[cH:17][cH:18][n:19][cH:20][cH:21]2)[CH2:14][CH2:15]3)[CH2:5][CH2:6]1>>[O:1]1[CH2:2][CH2:3][N:4]([c:7]2[n:8][c:9](-[c:22]3[cH:23][c:24]([C:25](=[O:27])[NH:39][CH2:38][CH2:37][N:31]4[CH2:32][CH2:33][CH2:34][CH2:35][CH2:36]4)[cH:28][cH:29][cH:30]3)[c:10]3[c:11]([n:12]2)[N:13]([c:16]2[cH:17][cH:18][n:19][cH:20][cH:21]2)[CH2:14][CH2:15]3)[CH2:5][CH2:6]1. Reactants: COC=1C=C(C=CC1)[C@@]12CCNC[C@H]2CCC(C1)=O (Octahydro-4a-(3-methoxyphenyl)-cis-6(2H)-isoquinolinone), C(CO)O (ethylene glycol), CS(=O)(=O)O (methanesulphonic acid), N (ammonia). Solvent: O (water), C1=CC=CC=C1 (benzene). Yields the product C1COC2(C[C@]3(CCNC[C@H]3CC2)C2=CC(=CC=C2)OC)O1 (octahydro-4a-(3-methoxyphenyl)-cis-6(2H)-isoquinolinone ethylene ketal). RXN SMILES: [CH3:1][O:2][C:3]1[CH:4]=[C:5]([C@@:9]23[CH2:18][C:17](=[O:19])[CH2:16][CH2:15][C@@H:14]2[CH2:13][NH:12][CH2:11][CH2:10]3)[CH:6]=[CH:7][CH:8]=1.[CH2:20](O)[CH2:21][OH:22].CS(O)(=O)=O.N>O.C1C=CC=CC=1>[CH2:21]1[O:22][C:17]2([CH2:16][CH2:15][C@H:14]3[C@:9]([C:5]4[CH:6]=[CH:7][CH:8]=[C:3]([O:2][CH3:1])[CH:4]=4)([CH2:10][CH2:11][NH:12][CH2:13]3)[CH2:18]2)[O:19][CH2:20]1. Procedure: 25.93 g (0.1 mol) of octahydro-4a-(3-methoxyphenyl)-cis-6(2H)-isoquinolinone (see Example 1), 100 ml of benzene, 11.2 ml (0.2 mol) of ethylene glycol and 8.1 ml (125 mmol) of methanesulphonic acid are boiled for 3 hours in a water separator. The mixture is cooled, made basic with aqueous ammonia and extracted with methylene chloride. The organic phase is evaporated to dryness to yield octahydro-4a-(3-methoxyphenyl)-cis-6(2H)-isoquinolinone ethylene ketal. The ketal is dissolved in 50 ml of absol... Starting materials: [OH-].[NH4+] (ammonium hydroxide), CCN=C=NCCCN(C)C (EDCI), C=1C=CC2=C(C1)N=NN2O (HOBT), C(#N)C=1C(=C(SC1N1CCOCC1)C(=O)O)C1=CC(=C(C=C1)Cl)Cl (4-cyano-3-(3,4-dichlorophenyl)-5-morpholin-4-ylthiophene-2-carboxylic acid). Solvent: C(Cl)Cl (DCM). Reaction conditions: time 30 minute. Yields the product C(#N)C=1C(=C(SC1N1CCOCC1)C(=O)N)C1=CC(=C(C=C1)Cl)Cl (4-cyano-3-(3,4-dichlorophenyl)-5-morpholin-4-ylthiophene-2-carboxamide). The yield is 98.7%. RXN SMILES: [C:1]([C:3]1[C:4]([C:17]2[CH:22]=[CH:21][C:20]([Cl:23])=[C:19]([Cl:24])[CH:18]=2)=[C:5]([C:14](O)=[O:15])[S:6][C:7]=1[N:8]1[CH2:13][CH2:12][O:11][CH2:10][CH2:9]1)#[N:2].CC[N:27]=C=NCCCN(C)C.C1C=CC2N(O)N=NC=2C=1.[OH-].[NH4+]>C(Cl)Cl>[C:1]([C:3]1[C:4]([C:17]2[CH:22]=[CH:21][C:20]([Cl:23])=[C:19]([Cl:24])[CH:18]=2)=[C:5]([C:14]([NH2:27])=[O:15])[S:6][C:7]=1[N:8]1[CH2:13][CH2:12][O:11][CH2:10][CH2:9]1)#[N:2] |f:3.4|. Procedure: To a suspension of 4-cyano-3-(3,4-dichlorophenyl)-5-morpholin-4-ylthiophene-2-carboxylic acid (0.198 g, 0.517 mmol) in DCM (5 mL) was added EDCI (0.198 g, 1.03 mmol) and HOBT (0.140 g, 1.03 mmol). The reaction mixture was stirred at rt for 30 min then ammonium hydroxide (1 mL, 20 mmol) was added. The reaction mixture was stirred for 4 h and was concentrated. The residue was diluted with water and extracted with EtOAc. The organic solutions were combined, washed with sat NaHCO3, with brine, dried... Reactants: N1(C=NC=C1)C(C#N)=C1SCC(S1)CCl (2-(1-imidazolyl)-2-(4-chloromethyl-1,3-dithiolan-2-ylidene)acetonitrile), 1,8-diazabicyclo-[5,4,0]-7-undecene. The solvent is O1CCCC1 (tetrahydrofuran). The product is N1(C=NC=C1)C(C#N)=C1SCC(S1)=C (2-(1-imidazolyl)-2-(4-methylidene-1,3-dithiolan-2-ylidene)acetonitrile). The yield is 79.1%. Reaction SMILES: [N:1]1([C:6](=[C:9]2[S:13][CH:12]([CH2:14]Cl)[CH2:11][S:10]2)[C:7]#[N:8])[CH:5]=[CH:4][N:3]=[CH:2]1>O1CCCC1>[N:1]1([C:6](=[C:9]2[S:13][C:12](=[CH2:14])[CH2:11][S:10]2)[C:7]#[N:8])[CH:5]=[CH:4][N:3]=[CH:2]1. Reported procedure: In 10 ml of tetrahydrofuran were dissolved 0.52 g (0.002 mole) of the 2-(1-imidazolyl)-2-(4-chloromethyl-1,3-dithiolan-2-ylidene)acetonitrile obtained in Example 2 and 0.31 g of 1,8-diazabicyclo-[5,4,0]-7-undecene, and the reaction was carried out with heating under reflux for 1 hour. After the reaction solution was allowed to cool, the deposited salt was separated by filtration and the filtrate was concentrated to obtain crude crystals, which were then recrystallized from ethyl acetate-n-hexane... The reactants are O1C=CC2=C1N=CC=1N(C2)C=CC1 (4H-furo[2,3-e]pyrrolo[1,2-a][1,4]diazepine). Reagents/catalysts: [Pd] (Pd/C). Run in C(C)O (ethanol). Product: O1C=CC2=C1NCC=1N(C2)C=CC1 (9,10-Dihydro-4H-furo[2,3-e]pyrrolo[1,2-a][1,4]diazepine). Reaction SMILES: [O:1]1[C:5]2[N:6]=[CH:7][C:8]3[N:9]([CH:11]=[CH:12][CH:13]=3)[CH2:10][C:4]=2[CH:3]=[CH:2]1>C(O)C.[Pd]>[O:1]1[C:5]2[NH:6][CH2:7][C:8]3[N:9]([CH:11]=[CH:12][CH:13]=3)[CH2:10][C:4]=2[CH:3]=[CH:2]1. Reported procedure: A solution of 1 mmol of 4H-furo[2,3-e]pyrrolo[1,2-a][1,4]diazepine and 0.2 g of 10% Pd/C in 10 ml of 10 ml of ethanol is hydrogenated for 18 hours. The reaction mixture is filtered through diatomaceous earth and the filtrate is evaporated in vacuo to give the desired product as a solid. The reactants are O=C(n1ccnc1)n1ccnc1, CCN(CC)CCN, O=S(=O)(CCNCc1ccccc1)c1ccccc1, C1CCOC1. Product: CCN(CC)CCNC(=O)N(CCS(=O)(=O)c1ccccc1)Cc1ccccc1. Reaction SMILES: [C:1](=[O:2])([n:3]1[cH:4][cH:5][n:6][cH:7]1)[n:8]1[cH:9][cH:10][n:11][cH:12]1.[CH2:13]([CH3:14])[N:15]([CH2:16][CH2:17][NH2:18])[CH2:19][CH3:20].[CH2:21]([c:22]1[cH:23][cH:24][cH:25][cH:26][cH:27]1)[NH:28][CH2:29][CH2:30][S:31](=[O:32])(=[O:33])[c:34]1[cH:35][cH:36][cH:37][cH:38][cH:39]1.[O:40]1[CH2:41][CH2:42][CH2:43][CH2:44]1>>[C:1](=[O:2])([NH:18][CH2:17][CH2:16][N:15]([CH2:13][CH3:14])[CH2:19][CH3:20])[N:28]([CH2:21][c:22]1[cH:23][cH:24][cH:25][cH:26][cH:27]1)[CH2:29][CH2:30][S:31](=[O:32])(=[O:33])[c:34]1[cH:35][cH:36][cH:37][cH:38][cH:39]1.